This data is from the Open Reaction Database (ORD), a public repository of structured organic reaction records. The task is: describe an organic reaction: reactants, conditions, products, and yield Reactants: CC(=O)Sc1cc(-c2ccc(C(F)(F)F)n(C)c2=O)c(F)cc1Cl, CO, [Na+], [OH-], O, O=C(O)CC(O)(CC(=O)O)C(=O)O. As a reaction SMILES: [C:1](=[O:2])([CH3:3])[S:4][c:5]1[c:6]([Cl:24])[cH:7][c:8]([F:23])[c:9](-[c:11]2[c:12](=[O:22])[n:13]([CH3:21])[c:14]([C:17]([F:18])([F:19])[F:20])[cH:15][cH:16]2)[cH:10]1.[CH3:41][OH:42].[Na+:26].[OH-:25].[OH2:27].[OH:28][C:29]([CH2:30][C:31]([C:32](=[O:33])[OH:34])([CH2:35][C:36](=[O:37])[OH:38])[OH:39])=[O:40]>>[SH:4][c:5]1[c:6]([Cl:24])[cH:7][c:8]([F:23])[c:9](-[c:11]2[c:12](=[O:22])[n:13]([CH3:21])[c:14]([C:17]([F:18])([F:19])[F:20])[cH:15][cH:16]2)[cH:10]1. Yields the product Cn1c(C(F)(F)F)ccc(-c2cc(S)c(Cl)cc2F)c1=O. The reactants are resultant mixture, NC=1C(=CC(=C(C1)S)Cl)F (5-amino-2-chloro-4-fluorothiophenol), anhydride potassium carbonate, ClC(=C)CCl (2,3-dichloropropene). The solvent is CN(C=O)C (N,N-dimethylformamide). The product is ClC1=CC(=C(N)C=C1SCC(=C)Cl)F (4-chloro-2-fluoro-5-(2-chloro-2-propenylthio)aniline). Yield: 83.2%. RXN SMILES: [NH2:1][C:2]1[C:3]([F:10])=[CH:4][C:5]([Cl:9])=[C:6]([SH:8])[CH:7]=1.[Cl:11][C:12]([CH2:14]Cl)=[CH2:13]>CN(C)C=O>[Cl:9][C:5]1[C:6]([S:8][CH2:14][C:12]([Cl:11])=[CH2:13])=[CH:7][C:2]([NH2:1])=[C:3]([F:10])[CH:4]=1. Procedure: A mixture of 5-amino-2-chloro-4-fluorothiophenol (8.89 g) and anhydride potassium carbonate (3.5 g) was dissolved in N,N-dimethylformamide (100 ml), and 2,3-dichloropropene (6.65 g) was added thereto. The resultant mixture was stirred at 20° to 40° C. for 4 hours. After completion of the reaction, the reaction mixture was extracted with ether,washed with water, dried and concentrated. The residue was purified by silica gel chromatography (eluent: hexane/ethyl acetate=7/1) to give 4-chloro-2-fluo... The reactants are C(C1=CC=CC=C1)(C1=CC=CC=C1)(C1=CC=CC=C1)N1C=NC(=C1)C(C)=O (1-(1-trityl-1H-imidazol-4-yl)-1-ethanone), BrC=1C=C(C=CC1)C1=CC=C(C=C1)F (3-bromo-4′-fluoro-1,1′-biphenyl), C(CCC)[Li] (n-butyllithium), [Cl-].[NH4+] (ammonium chloride). Solvent: C1CCOC1 (THF), C1CCOC1 (THF), CCCCCC (hexane). Run at time 20 minute. Product: FC1=CC=C(C=C1)C1=CC(=CC=C1)C(C)(O)C=1N=CN(C1)C(C1=CC=CC=C1)(C1=CC=CC=C1)C1=CC=CC=C1 (1-(4′-fluoro[1,1′-biphenyl]-3-yl)-1-(1-trityl-1H-imidazol-4-yl)-1-ethanol). Isolated yield 55.2%. As a reaction SMILES: Br[C:2]1[CH:3]=[C:4]([C:8]2[CH:13]=[CH:12][C:11]([F:14])=[CH:10][CH:9]=2)[CH:5]=[CH:6][CH:7]=1.C([Li])CCC.[C:20]([N:39]1[CH:43]=[C:42]([C:44](=[O:46])[CH3:45])[N:41]=[CH:40]1)([C:33]1[CH:38]=[CH:37][CH:36]=[CH:35][CH:34]=1)([C:27]1[CH:32]=[CH:31][CH:30]=[CH:29][CH:28]=1)[C:21]1[CH:26]=[CH:25][CH:24]=[CH:23][CH:22]=1.[Cl-].[NH4+]>C1COCC1.CCCCCC>[F:14][C:11]1[CH:12]=[CH:13][C:8]([C:4]2[CH:5]=[CH:6][CH:7]=[C:2]([C:44]([C:42]3[N:41]=[CH:40][N:39]([C:20]([C:27]4[CH:32]=[CH:31][CH:30]=[CH:29][CH:28]=4)([C:21]4[CH:22]=[CH:23][CH:24]=[CH:25][CH:26]=4)[C:33]4[CH:38]=[CH:37][CH:36]=[CH:35][CH:34]=4)[CH:43]=3)([OH:46])[CH3:45])[CH:3]=2)=[CH:9][CH:10]=1 |f:3.4|. Procedure: To a solution of 3-bromo-4′-fluoro-1,1′-biphenyl (1.50 g) in THF (20 ml) was added dropwise a solution (1.6 M; 3.73 ml) of n-butyllithium in hexane at −78° C., and the mixture was stirred for 20 min. A solution of 1-(1-trityl-1H-imidazol-4-yl)-1-ethanone (1.91 g) in THF (25 ml) was added dropwise at −78° C., and the mixture was stirred at −78° C. for 1 h, at −35 to −10° C. for 1 h and at 0° C. for 1 h. Saturated aqueous ammonium chloride solution was added to the reaction mixture and the mixture...